Dataset: the Open Reaction Database (ORD), a public repository of structured organic reaction records. Task: describe an organic reaction: reactants, conditions, products, and yield Starting materials: C1(=CC=C(C=C1)S(=O)(=O)OCCCC(COC1=CC(=CC=C1)C(F)(F)F)OC(C)=O)C (1-(p-toluenesulfonyloxy)-4-acetoxy-5-(3-trifluoromethylphenoxy)pentane), [I-].[Na+] (sodium iodide). Solvent: CC(=O)C (acetone). Conditions: time 16 hour. Yields the product ICCCC(COC1=CC(=CC=C1)C(F)(F)F)OC(C)=O (1-iodo-4-acetoxy-5-(3-trifluoromethylphenoxy)pentane). RXN SMILES: C1(C)C=CC(S(O[CH2:11][CH2:12][CH2:13][CH:14]([O:27][C:28](=[O:30])[CH3:29])[CH2:15][O:16][C:17]2[CH:22]=[CH:21][CH:20]=[C:19]([C:23]([F:26])([F:25])[F:24])[CH:18]=2)(=O)=O)=CC=1.[I-:32].[Na+]>CC(C)=O>[I:32][CH2:11][CH2:12][CH2:13][CH:14]([O:27][C:28](=[O:30])[CH3:29])[CH2:15][O:16][C:17]1[CH:22]=[CH:21][CH:20]=[C:19]([C:23]([F:26])([F:25])[F:24])[CH:18]=1 |f:1.2|. Procedure details: A solution of 1-(p-toluenesulfonyloxy)-4-acetoxy-5-(3-trifluoromethylphenoxy)pentane (125 g., 0.28 mole) and sodium iodide (126 g., 0.84 mole) in acetone (600 ml.) is allowed to stand at 25°-27° for 16 hours. The precipitated sodium tosylate is filtered off. Most of the acetone is evaporated from the filtrate and the residue is treated with 300 ml. of water. The oily product is taken up in ether, washed with dilute sodium thiosulfate solution, water, and brine, and dried over magnesium sulfate. ... The reactants are CCOCC, CCCC(C)=O, COc1ccc(O)c(O)c1, Cc1ccc(S(=O)(=O)O)cc1, c1ccccc1. Reaction SMILES: [CH2:34]([O:35][CH2:36][CH3:37])[CH3:38].[CH3:11][C:12]([CH2:13][CH2:14][CH3:15])=[O:16].[OH:1][c:2]1[c:3]([OH:10])[cH:4][c:5]([O:8][CH3:9])[cH:6][cH:7]1.[c:17]1([CH3:18])[cH:19][cH:20][c:21]([S:22]([OH:23])(=[O:24])=[O:25])[cH:26][cH:27]1.[cH:28]1[cH:29][cH:30][cH:31][cH:32][cH:33]1>>[O:1]1[c:2]2[c:3]([cH:4][c:5]([O:8][CH3:9])[cH:6][cH:7]2)[O:10][C:12]1([CH3:11])[CH2:13][CH2:14][CH3:15]. The product is CCCC1(C)Oc2ccc(OC)cc2O1. Reactants: N1(CCOCC1)C=1SC=C(N1)CO (2-(4-morpholinyl)-4-(hydroxymethyl)thiazole), CO (methanol), CO (methanol). Solvent: C(Cl)(Cl)Cl (chloroform), C(Cl)(Cl)Cl (chloroform). The product is NC(=S)N1CCOCC1 (4-((Amino)thiocarbonyl)morpholine). The yield is 65.0%. As a reaction SMILES: [N:1]1([C:7]2[S:8]C=C(CO)[N:11]=2)[CH2:6][CH2:5][O:4][CH2:3][CH2:2]1.CO>C(Cl)(Cl)Cl>[NH2:11][C:7]([N:1]1[CH2:6][CH2:5][O:4][CH2:3][CH2:2]1)=[S:8]. Procedure details: Using the procedure of Example 9C but replacing 2-(N,N-dimethylamino)-4-(hydroxymethyl)thiazole with 2-(4-morpholinyl)-4-(hydroxymethyl)thiazole provided, after silica gel chromatography using 1% methanol in chloroform, the desired compound, Rf 0.54 (4% methanol in chloroform), in 65% yield. 1H NMR (CDCl3) δ0.97 (d, J=7 Hz, 3H), 1.00 (d, J=7 Hz, 3H), 2.25 (m, 1H), 3.50 (dd, J=5, 4 Hz, 2H), 3.76 (s, 3H), 3.84 (dd, J=5, 4 Hz, 2H), 4.67 (dd, J=9, 5 Hz, 1H), 7.63 (br d, 1H), 8.02 (s, 1H). Reactants: C1CCOC1, C[Si](C)(C)[O-], [K+], CCOC(=O)C12CCCCC1COc1ccccc12. Yields the product O=C(O)C12CCCCC1COc1ccccc12. RXN SMILES: [CH2:26]1[O:27][CH2:28][CH2:29][CH2:30]1.[CH3:20][Si:21]([CH3:22])([CH3:23])[O-:24].[K+:25].[cH:1]1[cH:2][cH:3][cH:4][c:5]2[c:10]1[C:9]1([C:15](=[O:16])[O:17][CH2:18][CH3:19])[CH:8]([CH2:7][O:6]2)[CH2:14][CH2:13][CH2:12][CH2:11]1>>[cH:1]1[cH:2][cH:3][cH:4][c:5]2[c:10]1[C:9]1([C:15](=[O:16])[OH:17])[CH:8]([CH2:7][O:6]2)[CH2:14][CH2:13][CH2:12][CH2:11]1. Starting materials: ClC1=C(C(=CC=C1)F)NC=1NC2=C(N1)C=C(C1=C2CC(O1)(C)C)C(=O)NC1=CC=C(C=C1)C(F)(F)F (2-[(2-chloro-6-fluorophenyl)amino]-7,7-dimethyl-N-[4-(trifluoromethyl)phenyl]-7,8-dihydro-1H-furo[3,2-e]benzimidazole-5-carboxamide), Cl (HCl). Solvent: C1CCOC1 (THF). Yields the product Cl.ClC1=C(C(=CC=C1)F)NC=1NC2=C(N1)C=C(C1=C2CC(O1)(C)C)C(=O)NC1=CC=C(C=C1)C(F)(F)F (2-[(2-Chloro-6-fluorophenyl)amino]-7,7-dimethyl-N-[4-(trifluoromethyl)phenyl]-7,8-dihydro-1H-furo[3,2-e]benzimidazole-5-carboxamide hydrochloride). Yield: 186.9%. RXN SMILES: [Cl:1][C:2]1[CH:7]=[CH:6][CH:5]=[C:4]([F:8])[C:3]=1[NH:9][C:10]1[NH:11][C:12]2[C:18]3[CH2:19][C:20]([CH3:23])([CH3:22])[O:21][C:17]=3[C:16]([C:24]([NH:26][C:27]3[CH:32]=[CH:31][C:30]([C:33]([F:36])([F:35])[F:34])=[CH:29][CH:28]=3)=[O:25])=[CH:15][C:13]=2[N:14]=1.Cl>C1COCC1>[ClH:1].[Cl:1][C:2]1[CH:7]=[CH:6][CH:5]=[C:4]([F:8])[C:3]=1[NH:9][C:10]1[NH:11][C:12]2[C:18]3[CH2:19][C:20]([CH3:22])([CH3:23])[O:21][C:17]=3[C:16]([C:24]([NH:26][C:27]3[CH:28]=[CH:29][C:30]([C:33]([F:35])([F:36])[F:34])=[CH:31][CH:32]=3)=[O:25])=[CH:15][C:13]=2[N:14]=1 |f:3.4|. Procedure details: To a solution of 2-[(2-chloro-6-fluorophenyl)amino]-7,7-dimethyl-N-[4-(trifluoromethyl)phenyl]-7,8-dihydro-1H-furo[3,2-e]benzimidazole-5-carboxamide (Example-107, 0.100 g) in THF was added HCl saturated DEE. The reaction mass was refluxed for 3 h. The reaction mass was filtered. The obtained residue was washed with pentane and DEE to afford 0.100 g of the desired product. Reactants: N12C[C@@H](C(CC1)CC2)OC2=NC=C(C=N2)C2=CC=C(C=C2)NC(OC(C)(C)C)=O (tert-butyl 4-{2-[(3R)-1-azabicyclo[2.2.2]oct-3-yloxy]pyrimidin-5-yl}phenylcarbamate), FC(C(=O)O)(F)F (trifluroacetic acid). Product: N12C[C@@H](C(CC1)CC2)OC2=NC=C(C=N2)C2=CC=C(N)C=C2 (4-{2-[(3R)-1-azabicyclo[2.2.2]oct-3-yloxy]pyrimidin-5-yl}aniline). As a reaction SMILES: [N:1]12[CH2:8][CH2:7][CH:4]([CH2:5][CH2:6]1)[C@@H:3]([O:9][C:10]1[N:15]=[CH:14][C:13]([C:16]3[CH:21]=[CH:20][C:19]([NH:22]C(=O)OC(C)(C)C)=[CH:18][CH:17]=3)=[CH:12][N:11]=1)[CH2:2]2.FC(F)(F)C(O)=O>>[N:1]12[CH2:6][CH2:5][CH:4]([CH2:7][CH2:8]1)[C@@H:3]([O:9][C:10]1[N:15]=[CH:14][C:13]([C:16]3[CH:21]=[CH:20][C:19]([NH2:22])=[CH:18][CH:17]=3)=[CH:12][N:11]=1)[CH2:2]2. Procedure: The product of Example 19B (150 mg, 0.38 mmol) was treated with trifluroacetic acid (2 mL) according to the procedure of Example 18C. The title compound was purified by chromatography (SiO2, CH2Cl2:MeOH:NH3.H2O, 90:10:1, Rf. 0.07) as solid (30 mg, yield, 26%). 1H NMR (300 MHz, MeOH-d4) δ 1.88-2.22 (m, 3H), 2.31-2.45 (m, 1H), 2.56-2.64 (m, 1H), 3.27-3.51 (m, 5H), 3.84-3.96 (m, 1H), 5.36-5.45 (m, 1H), 6.87 (d, J=8.5 Hz, 2H), 7.42 (d, J=8.5 Hz, 2H), 8.77 (s, 2H) ppm. MS (DCl/NH3) m/z 297 (M+H)+. Reactants: CC1=NN(C(=C1)C)C(NS(=O)(=O)C1=CC=C(C=C1)C)=N (N-[(3,5-dimethylpyrazol-1-yl)-iminomethyl]-4-methylbenzene-sulfonamide), CS(=O)(=O)O (methanesulfonic acid), N1CCCCC1 (piperidine). Yields the product NCCCCNC=NS(=O)(=O)C1=CC=C(C=C1)C (N-[aminobutylaminomethylene]-4-methylbenzenesulfonamide). Reaction SMILES: [CH3:1][C:2]1[CH:6]=[C:5](C)[N:4]([C:8](=N)[NH:9][S:10]([C:13]2[CH:18]=[CH:17][C:16]([CH3:19])=[CH:15][CH:14]=2)(=[O:12])=[O:11])N=1.CS(O)(=O)=O.[NH:26]1CCCCC1>>[NH2:26][CH2:1][CH2:2][CH2:6][CH2:5][NH:4][CH:8]=[N:9][S:10]([C:13]1[CH:14]=[CH:15][C:16]([CH3:19])=[CH:17][CH:18]=1)(=[O:11])=[O:12]. Reported procedure: The compound of Example 12 was prepared according to the accompanying synthesis procedure from 0.5 ml of N-[(3,5-dimethylpyrazol-1-yl)-iminomethyl]-4-methylbenzene-sulfonamide solution (0.2 M, acetonitrile) with 19 mg of methanesulfonic acid and 0.5 ml of piperidine solution (1.0 M, acetonitrile) and filed in a substance databank. Calculated mol. wt. 281.37; found mol. wt. (M+H) 282.2; 562.9 (Dimer)